From a dataset of the Open Reaction Database (ORD), a public repository of structured organic reaction records. describe an organic reaction: reactants, conditions, products, and yield RXN SMILES: [CH2:14]([OH:15])[CH3:16].[ClH:1].[Fe:17].[N+:2]([O-:3])(=[O:4])[c:5]1[cH:6][cH:7][c:8]([N:9]([CH3:10])[CH3:11])[cH:12][cH:13]1>>[NH2:2][c:5]1[cH:6][cH:7][c:8]([N:9]([CH3:10])[CH3:11])[cH:12][cH:13]1. Starting materials: CCO, Cl, [Fe], CN(C)c1ccc([N+](=O)[O-])cc1. Yields the product CN(C)c1ccc(N)cc1. Starting materials: O=C([O-])[O-], CO, [Cs+], [Cs+], Oc1ccc(-c2nnc(Nc3cccc(C(F)(F)F)c3)[nH]2)cc1, COc1cc(Cl)nc(N)n1, C1COCCO1. Product: COc1cc(Oc2ccc(-c3nnc(Nc4cccc(C(F)(F)F)c4)[nH]3)cc2)nc(N)n1. Reaction SMILES: [C:24](=[O:25])([O-:26])[O-:27].[CH3:40][OH:41].[Cs+:28].[Cs+:29].[F:1][C:2]([c:3]1[cH:4][c:5]([NH:9][c:10]2[nH:11][c:12](-[c:15]3[cH:16][cH:17][c:18]([OH:21])[cH:19][cH:20]3)[n:13][n:14]2)[cH:6][cH:7][cH:8]1)([F:22])[F:23].[NH2:30][c:31]1[n:32][c:33]([O:38][CH3:39])[cH:34][c:35]([Cl:37])[n:36]1.[O:42]1[CH2:43][CH2:44][O:45][CH2:46][CH2:47]1>>[F:1][C:2]([c:3]1[cH:4][c:5]([NH:9][c:10]2[nH:11][c:12](-[c:15]3[cH:16][cH:17][c:18]([O:21][c:35]4[cH:34][c:33]([O:38][CH3:39])[n:32][c:31]([NH2:30])[n:36]4)[cH:19][cH:20]3)[n:13][n:14]2)[cH:6][cH:7][cH:8]1)([F:22])[F:23]. Reaction SMILES: C1(=O)[O:6][C:4](=[O:5])[C:3]2=CC=CC=[C:2]12.[C:12]1(=[O:22])[O:17][C:15](=O)[CH:14]2[CH2:18][CH2:19][CH2:20]CC12>>[C:4]([OH:6])(=[O:5])[CH:3]=[CH2:2].[C:12]1(=[O:22])[O:17][CH2:15][CH2:14][CH2:18][CH2:19][CH2:20]1 |f:2.3|. Reaction conditions: temperature 125 celsius. Yields the product C(C=C)(=O)O.C1(CCCCCO1)=O (caprolactone acrylate). The reactants are C1(C=2C(C(=O)O1)=CC=CC2)=O (phthalic anhydride), C1(C2C(C(=O)O1)CCCC2)=O (hexahydrophthalic anhydride). Procedure: An acid-terminated caprolactone acrylate was prepared by combining 37.0 g of phthalic anhydride, 19.25 g of hexahydrophthalic anhydride, and 129.0 g of TONE Monomer M-100 in a glass, four-neck reaction flask equipped with a stirrer, a thermometer, an air inlet and an air outlet, and heating them at 125° C. for 3.5 hours. The product was recovered and found to have an Acid Number of 114 and a viscosity of 1690 cp when measured at 25° C.